From a dataset of the Open Reaction Database (ORD), a public repository of structured organic reaction records. describe an organic reaction: reactants, conditions, products, and yield Starting materials: C(C1=CC=CC=C1)N1CCN(C2=CC=CC=C12)CCN (2-(4-benzyl-3,4-dihydro-2H-quinoxalin-1-yl)ethylamine), C=O (formaldehyde), FC(C(=O)O)(F)F (trifluoroacetic acid). Run in C(C)O (ethanol). The product is C(C1=CC=CC=C1)N1CCN2C=3C(C=CCC3NCC2)=C1 (3-benzyl-2,3,7,8,9,10-hexahydro-1H-3,8,10a-triaza-cyclohepta[de]-naphthalene). Isolated yield 39.4%. RXN SMILES: [CH2:1]([N:8]1[C:17]2[C:12](=[CH:13][CH:14]=[CH:15][CH:16]=2)[N:11]([CH2:18][CH2:19][NH2:20])[CH2:10][CH2:9]1)[C:2]1[CH:7]=[CH:6][CH:5]=[CH:4][CH:3]=1.C=O.F[C:24](F)(F)C(O)=O>C(O)C>[CH2:1]([N:8]1[CH:24]=[C:13]2[CH:14]=[CH:15][CH2:16][C:17]3[NH:20][CH2:19][CH2:18][N:11]([C:12]=32)[CH2:10][CH2:9]1)[C:2]1[CH:3]=[CH:4][CH:5]=[CH:6][CH:7]=1. Procedure: A solution of 1.089 g (4.07 mmol) of 2-(4-benzyl-3,4-dihydro-2H-quinoxalin-1-yl)ethylamine and 20 ml ethanol was treated with 122 mg (4.07 mmol) of formaldehyde and 511 mg (4.48 mmol) of trifluoroacetic acid and stirred over night at room temperature. The solvent was evaporated and dichloromethane was added to the crude mixture. The organic phase was washed with 1 molar sodium hydroxide solution. The organic phase was dried and purified by column chromatography on silica (eluent: starting with d... The reactants are [BH4-], O=C([O-])O, CN(C)C=O, N#Cc1cnc2cc3c(cc2c1Nc1ccc(F)c(Cl)c1)NCCO3, O=CCCCCl, [Na+], [Na+], O=C(O)C(F)(F)F. Yields the product N#Cc1cnc2cc3c(cc2c1Nc1ccc(F)c(Cl)c1)N(CCCCCl)CCO3. Reaction SMILES: [BH4-:32].[C:34](=[O:35])([OH:36])[O-:37].[CH3:39][N:40]([CH3:41])[CH:42]=[O:43].[Cl:1][c:2]1[cH:3][c:4]([NH:5][c:6]2[c:7]([C:20]#[N:21])[cH:8][n:9][c:10]3[cH:11][c:12]4[c:13]([cH:14][c:15]23)[NH:16][CH2:17][CH2:18][O:19]4)[cH:22][cH:23][c:24]1[F:25].[Cl:26][CH2:27][CH2:28][CH2:29][CH:30]=[O:31].[Na+:33].[Na+:38].[OH:44][C:45]([C:46]([F:47])([F:48])[F:49])=[O:50]>>[Cl:1][c:2]1[cH:3][c:4]([NH:5][c:6]2[c:7]([C:20]#[N:21])[cH:8][n:9][c:10]3[cH:11][c:12]4[c:13]([cH:14][c:15]23)[N:16]([CH2:30][CH2:29][CH2:28][CH2:27][Cl:26])[CH2:17][CH2:18][O:19]4)[cH:22][cH:23][c:24]1[F:25].